Dataset: the Open Reaction Database (ORD), a public repository of structured organic reaction records. Task: describe an organic reaction: reactants, conditions, products, and yield Reactants: CCOC(=O)C1CCCN(Cc2ccc(OC)cc2)C1, C1CCOC1, CNOC, CCOC(C)=O, CC(C)[Mg+], [Cl-], Cl. As a reaction SMILES: [CH2:1]([O:2][C:4](=[O:5])[CH:6]1[CH2:7][N:8]([CH2:12][c:13]2[cH:14][cH:15][c:16]([O:19][CH3:20])[cH:17][cH:18]2)[CH2:9][CH2:10][CH2:11]1)[CH3:3].[CH2:21]1[O:22][CH2:23][CH2:24][CH2:25]1.[CH3:27][NH:28][O:29][CH3:30].[CH3:36][CH2:37][O:38][C:39](=[O:40])[CH3:41].[CH:32]([Mg+:33])([CH3:34])[CH3:35].[Cl-:31].[ClH:26]>>[C:4](=[O:5])([CH:6]1[CH2:7][N:8]([CH2:12][c:13]2[cH:14][cH:15][c:16]([O:19][CH3:20])[cH:17][cH:18]2)[CH2:9][CH2:10][CH2:11]1)[N:28]([CH3:27])[O:29][CH3:30]. Yields the product COc1ccc(CN2CCCC(C(=O)N(C)OC)C2)cc1. Starting materials: [OH-].[K+] (potassium hydroxide), C(C)(C)(C)OC(=O)N1N(CC(C1)O)C(=O)OC(C)(C)C (4-hydroxy-pyrazolidine-N,N'-dicarboxylic acid di-tert-butyl ester), ClC(F)F (chlorodifluoromethane). Reagents/catalysts: [F-].C(CCC)[N+](CCCC)(CCCC)CCCC (tetrabutylammonium fluoride). The solvent is O1CCCC1 (tetrahydrofuran). Product: C(C)(C)(C)OC(=O)N1N(CC(C1)OC(F)F)C(=O)OC(C)(C)C (4-difluoromethoxy-pyrazolidine- N,N'-dicarboxylic acid di-tert-butyl ester). Yield: 33.3%. Reaction SMILES: [OH-].[K+].[C:3]([O:7][C:8]([N:10]1[CH2:14][CH:13]([OH:15])[CH2:12][N:11]1[C:16]([O:18][C:19]([CH3:22])([CH3:21])[CH3:20])=[O:17])=[O:9])([CH3:6])([CH3:5])[CH3:4].Cl[CH:24]([F:26])[F:25]>O1CCCC1.[F-].C([N+](CCCC)(CCCC)CCCC)CCC>[C:19]([O:18][C:16]([N:11]1[CH2:12][CH:13]([O:15][CH:24]([F:26])[F:25])[CH2:14][N:10]1[C:8]([O:7][C:3]([CH3:6])([CH3:5])[CH3:4])=[O:9])=[O:17])([CH3:22])([CH3:21])[CH3:20] |f:0.1,5.6|. Procedure: 0.2 g of tetrabutylammonium fluoride and 5.6 g of potassium hydroxide powder are added to a solution of 6.9 g of 4-hydroxy-pyrazolidine-N,N'-dicarboxylic acid di-tert-butyl ester in 60 ml of tetrahydrofuran. At a maximum of 45° C., 8.0 g of chlorodifluoromethane are introduced. The reaction solution is then filtered, concentrated and purified by means of column chromatography to yield 2.7 g of the desired product, 4-difluoromethoxy-pyrazolidine-N,N'-dicarboxylic acid di-tert-butyl ester, in the ... Reactants: Cl.Cl.C(C)N(CCCC(=O)C=1C=CC=2N(C3=CC=C(C=C3C2C1)C(CCCN(CC)CC)=O)CC)CC (3,6-bis(4-diethylaminobutryl)-9-ethylcarbazole dihydrochloride), O.NN (hydrazine hydrate). Run in C(CO)O (ethylene glycol), O (water). Reaction conditions: temperature 165 celsius. Product: Cl.Cl.C(C)N(CCCCC=1C=CC=2N(C3=CC=C(C=C3C2C1)CCCCN(CC)CC)CC)CC (3,6-Bis(4-diethylaminobutyl)-9-ethylcarbazole dihydrochloride). RXN SMILES: [ClH:1].Cl.[CH2:3]([N:5]([CH2:36][CH3:37])[CH2:6][CH2:7][CH2:8][C:9]([C:11]1[CH:12]=[CH:13][C:14]2[N:15]([CH2:34][CH3:35])[C:16]3[C:21]([C:22]=2[CH:23]=1)=[CH:20][C:19]([C:24](=O)[CH2:25][CH2:26][CH2:27][N:28]([CH2:31][CH3:32])[CH2:29][CH3:30])=[CH:18][CH:17]=3)=O)[CH3:4].O.NN>C(O)CO.O>[ClH:1].[ClH:1].[CH2:31]([N:28]([CH2:29][CH3:30])[CH2:27][CH2:26][CH2:25][CH2:24][C:19]1[CH:18]=[CH:17][C:16]2[N:15]([CH2:34][CH3:35])[C:14]3[C:22]([C:21]=2[CH:20]=1)=[CH:23][C:11]([CH2:9][CH2:8][CH2:7][CH2:6][N:5]([CH2:3][CH3:4])[CH2:36][CH3:37])=[CH:12][CH:13]=3)[CH3:32] |f:0.1.2,3.4,7.8.9|. Procedure: A solution of 11.0 g (0.02 mole) of 3,6-bis(4-diethylaminobutryl)-9-ethylcarbazole dihydrochloride and 25 ml of an 85% aqueous hydrazine hydrate solution is dissolved in 200 ml of ethylene glycol and heated to a temperature of 165°C for a period of 18 hours. The reaction mixture is cooled and diluted with water whereupon the free base of the desired compound separates as an oil. The product is separated by decantation, washed with water, dissolved in diethyl ether and the ethereal solution dried... Reactants: CN1N=CC(=C1)C1=CC=2N(C(=N1)C=1C=NNC1)C=CN2 (7-(1-Methyl-1H-pyrazol-4-yl)-5-(1H-pyrazol-4-yl)imidazo[1,2-c]pyrimidine), C(\C=C\CC(=O)OC)(=O)OC ((E)-dimethyl pent-2-enedioate), C1CCC2=NCCCN2CC1 (DBU). Solvent: CC#N (CH3CN). Reaction conditions: temperature 55 celsius. The product is CN1N=CC(=C1)C1=CC=2N(C(=N1)C=1C=NN(C1)C(CC(=O)OC)CC(=O)OC)C=CN2 (dimethyl 3-(4-(7-(1-methyl-1H-pyrazol-4-yl)imidazo[1,2-c]pyrimidin-5-yl)-1H-pyrazol-1-yl)pentanedioate). The yield is 77.8%. As a reaction SMILES: [CH3:1][N:2]1[CH:6]=[C:5]([C:7]2[N:12]=[C:11]([C:13]3[CH:14]=[N:15][NH:16][CH:17]=3)[N:10]3[CH:18]=[CH:19][N:20]=[C:9]3[CH:8]=2)[CH:4]=[N:3]1.[C:21]([O:30][CH3:31])(=[O:29])/[CH:22]=[CH:23]/[CH2:24][C:25]([O:27][CH3:28])=[O:26].C1CCN2C(=NCCC2)CC1>CC#N>[CH3:1][N:2]1[CH:6]=[C:5]([C:7]2[N:12]=[C:11]([C:13]3[CH:14]=[N:15][N:16]([CH:23]([CH2:24][C:25]([O:27][CH3:28])=[O:26])[CH2:22][C:21]([O:30][CH3:31])=[O:29])[CH:17]=3)[N:10]3[CH:18]=[CH:19][N:20]=[C:9]3[CH:8]=2)[CH:4]=[N:3]1. Procedure details: 7-(1-Methyl-1H-pyrazol-4-yl)-5-(1H-pyrazol-4-yl)imidazo[1,2-c]pyrimidine (Preparation K; 0.165 g, 0.622 mmol) was suspended in CH3CN (5 mL) and (E)-dimethyl pent-2-enedioate (0.295 g, 1.87 mmol) was added followed by DBU (0.0947 g, 0.622 mmol). The reaction was warmed to 55° C. and heated for 9 hours. The reaction was then cooled and concentrated. The residue was purified on silica gel (1-4% methanol in DCM) to afford dimethyl 3-(4-(7-(1-methyl-1H-pyrazol-4-yl)imidazo[1,2-c]pyrimidin-5-yl)-1H-py... Reactants: CC=1N=C(C(=NC1C)OC)NC(OC1=CC=CC=C1)=O (Phenyl N-(5,6-dimethyl-2-methoxypyrazin-3-yl)carbamate), BrC=1C=C(C=CC1)N1CCNCC1 (1-(3-bromophenyl)piperazine). Product: CC=1N=C(C(=NC1C)OC)NC(=O)N1CCN(CC1)C1=CC(=CC=C1)Br (1-[(5,6-Dimethyl-2-methoxypyrazin-3-yl)aminocarbonyl]-4-(3-bromophenyl)piperazine). Yield: 70.0%. Reaction SMILES: [CH3:1][C:2]1[N:3]=[C:4]([NH:11][C:12](=[O:20])OC2C=CC=CC=2)[C:5]([O:9][CH3:10])=[N:6][C:7]=1[CH3:8].[Br:21][C:22]1[CH:23]=[C:24]([N:28]2[CH2:33][CH2:32][NH:31][CH2:30][CH2:29]2)[CH:25]=[CH:26][CH:27]=1>>[CH3:1][C:2]1[N:3]=[C:4]([NH:11][C:12]([N:31]2[CH2:30][CH2:29][N:28]([C:24]3[CH:25]=[CH:26][CH:27]=[C:22]([Br:21])[CH:23]=3)[CH2:33][CH2:32]2)=[O:20])[C:5]([O:9][CH3:10])=[N:6][C:7]=1[CH3:8]. Procedure details: Phenyl N-(5,6-dimethyl-2-methoxypyrazin-3-yl)carbamate and 1-(3-bromophenyl)piperazine were reacted by the same way with the example 1 to obtain the titled compound.